From a dataset of the Open Reaction Database (ORD), a public repository of structured organic reaction records. describe an organic reaction: reactants, conditions, products, and yield Starting materials: CN(C(=O)OC(C)(C)C)[C@H]1C[C@@H]([C@H](C1)C1=CC=CC=C1)CO (1-(R)-(N-(methyl)-N-(t-butoxycarbonyl)amino)-3-(S)-(hydroxymethyl)-4-(S)-phenylcyclopentane), Cl.[N+](=O)([O-])C1=CC=C(COC(=O)N(CC=C)C2CCNCC2)C=C1 (4-(N-(4-nitrobenzyloxycarbonyl)-N-(allyl)amino)piperidine hydrochloride). Yields the product CN(C(=O)OC(C)(C)C)[C@H]1C[C@@H]([C@H](C1)C1=CC=CC=C1)CN1CCC(CC1)N(CC=C)C(=O)OCC1=CC=C(C=C1)[N+](=O)[O-] (1-(R)-(N-(Methyl)-N-(t-butoxycarbonyl)amino)-3-(S)-((4-(N-(4-nitrobenzyloxycarbonyl)-N-(allyl)amino)piperidin-1-yl)methyl)-4-(S)-phenylcyclopentane). As a reaction SMILES: [CH3:1][N:2]([C@@H:10]1[CH2:14][C@H:13]([C:15]2[CH:20]=[CH:19][CH:18]=[CH:17][CH:16]=2)[C@@H:12]([CH2:21]O)[CH2:11]1)[C:3]([O:5][C:6]([CH3:9])([CH3:8])[CH3:7])=[O:4].Cl.[N+:24]([C:27]1[CH:46]=[CH:45][C:30]([CH2:31][O:32][C:33]([N:35]([CH:39]2[CH2:44][CH2:43][NH:42][CH2:41][CH2:40]2)[CH2:36][CH:37]=[CH2:38])=[O:34])=[CH:29][CH:28]=1)([O-:26])=[O:25]>>[CH3:1][N:2]([C@@H:10]1[CH2:14][C@H:13]([C:15]2[CH:20]=[CH:19][CH:18]=[CH:17][CH:16]=2)[C@@H:12]([CH2:21][N:42]2[CH2:43][CH2:44][CH:39]([N:35]([C:33]([O:32][CH2:31][C:30]3[CH:29]=[CH:28][C:27]([N+:24]([O-:26])=[O:25])=[CH:46][CH:45]=3)=[O:34])[CH2:36][CH:37]=[CH2:38])[CH2:40][CH2:41]2)[CH2:11]1)[C:3]([O:5][C:6]([CH3:9])([CH3:7])[CH3:8])=[O:4] |f:1.2|. Procedure: Using essentially the same procedures as in Example 11, Steps C and D but starting with 1-(R)-(N-(methyl)-N-(t-butoxycarbonyl)amino)-3-(S)-(hydroxymethyl)-4-(S)-phenylcyclopentane (Higher Rf isomer) from Step G (257 mg, 0.84 mmol) and using 4-(N-(4-nitrobenzyloxycarbonyl)-N-(allyl)amino)piperidine hydrochloride, the title compound was obtained and was the same as the racemic product from Example 15, [α]D=+15.9 (MeOH, c=0.21). Reactants: CC(C)(C)OC(=O)N(CC(O)COC1CCCCC1)C(CO)C(OCc1ccccc1)C(Cc1cc(F)cc(F)c1)N(Cc1ccccc1)Cc1ccccc1, CCCCP(CCCC)CCCC, c1ccccc1. The product is CC(C)(C)OC(=O)N1CC(COC2CCCCC2)OCC1C(OCc1ccccc1)C(Cc1cc(F)cc(F)c1)N(Cc1ccccc1)Cc1ccccc1. RXN SMILES: [C:1]([CH3:2])([CH3:3])([CH3:4])[O:5][C:6]([N:7]([CH2:8][CH:9]([CH2:10][O:11][CH:12]1[CH2:13][CH2:14][CH2:15][CH2:16][CH2:17]1)[OH:18])[CH:19]([CH:20]([CH:21]([CH2:22][c:23]1[cH:24][c:25]([F:30])[cH:26][c:27]([F:29])[cH:28]1)[N:31]([CH2:32][c:33]1[cH:34][cH:35][cH:36][cH:37][cH:38]1)[CH2:39][c:40]1[cH:41][cH:42][cH:43][cH:44][cH:45]1)[O:46][CH2:47][c:48]1[cH:49][cH:50][cH:51][cH:52][cH:53]1)[CH2:54][OH:55])=[O:56].[CH2:57]([P:58]([CH2:59][CH2:60][CH2:61][CH3:62])[CH2:63][CH2:64][CH2:65][CH3:66])[CH2:67][CH2:68][CH3:69].[cH:70]1[cH:71][cH:72][cH:73][cH:74][cH:75]1>>[C:1]([CH3:2])([CH3:3])([CH3:4])[O:5][C:6]([N:7]1[CH2:8][CH:9]([CH2:10][O:11][CH:12]2[CH2:13][CH2:14][CH2:15][CH2:16][CH2:17]2)[O:55][CH2:54][CH:19]1[CH:20]([CH:21]([CH2:22][c:23]1[cH:24][c:25]([F:30])[cH:26][c:27]([F:29])[cH:28]1)[N:31]([CH2:32][c:33]1[cH:34][cH:35][cH:36][cH:37][cH:38]1)[CH2:39][c:40]1[cH:41][cH:42][cH:43][cH:44][cH:45]1)[O:46][CH2:47][c:48]1[cH:49][cH:50][cH:51][cH:52][cH:53]1)=[O:56]. Reported procedure: A solution of methyl 1-amino-4-bromo-2-naphthoate hydrobromide (see Example 1, 3.20 g, 8.86 mmol) in N,N-dimethylformamide dimethylacetal (3.56 mL, 26.6 mmol) was heated at 100° C. for 2 h. Additional N,N-dimethylformamide dimethylacetal (1.19 mL, 8.9 mmol) was added and the solution was heated at 100° C. for an additional 3 h. The reaction was cooled to rt, concentrated, and dried to provide crude methyl 4-bromo-1-{[(1E)-(dimethylamino)methylene]amino}-2-naphthoate that gave a mass ion (ES+) of... Reaction SMILES: Br.[NH2:2][C:3]1[C:12]2[C:7](=[CH:8][CH:9]=[CH:10][CH:11]=2)[C:6]([Br:13])=[CH:5][C:4]=1[C:14]([O:16][CH3:17])=[O:15].CO[CH:20](OC)[N:21]([CH3:23])[CH3:22]>>[Br:13][C:6]1[C:7]2[C:12](=[CH:11][CH:10]=[CH:9][CH:8]=2)[C:3](/[N:2]=[CH:20]/[N:21]([CH3:23])[CH3:22])=[C:4]([C:14]([O:16][CH3:17])=[O:15])[CH:5]=1 |f:0.1|. Conditions: temperature 100 celsius. The reactants are Br.NC1=C(C=C(C2=CC=CC=C12)Br)C(=O)OC (methyl 1-amino-4-bromo-2-naphthoate hydrobromide), COC(N(C)C)OC (N,N-dimethylformamide dimethylacetal), COC(N(C)C)OC (N,N-dimethylformamide dimethylacetal). The product is BrC1=CC(=C(C2=CC=CC=C12)/N=C/N(C)C)C(=O)OC (methyl 4-bromo-1-{[(1E)-(dimethylamino)methylene]amino}-2-naphthoate). Starting materials: C1(CCCCC1)=O (Cyclohexanone), Cl.C1(=CC=CC=C1)NN (phenylhydrazine hydrochloride), N1=CC=CC=C1 (pyridine). Solvent: O (water). Reaction conditions: temperature 115 celsius, time 8 hour. The product is C1CCCC=2C3=CC=CC=C3NC12 (1,2,3,4,-TETRAHYDROCARBAZOLE). RXN SMILES: [C:1]1(=O)[CH2:6][CH2:5][CH2:4][CH2:3][CH2:2]1.Cl.[C:9]1([NH:15]N)[CH:14]=[CH:13][CH:12]=[CH:11][CH:10]=1.N1C=CC=CC=1>O>[CH2:5]1[C:6]2[NH:15][C:9]3[C:10](=[CH:11][CH:12]=[CH:13][CH:14]=3)[C:1]=2[CH2:2][CH2:3][CH2:4]1 |f:1.2|. Procedure: Cyclohexanone (2.0 ml., 0.020 mole), phenylhydrazine hydrochloride (2.88 g., (0.020 mole) and 6.0 ml. of freshly distilled pyridine are combined, heated at reflux (115° C) for 3 hours, then allowed to cool to room temperature and allowed to stir overnight. About 25 ml. of water is added and the precipitated solids are collected by decantation. After washing again with water, the solids are dissolved in a mixture of 20 ml. of ethanol and 5 ml. of water and set aside. The resulting crystals are co... The reactants are O.C1(=CC=C(C=C1)S(=O)(=O)O)C (p-toluenesulfonic acid monohydrate), C(CC)C(C(=O)OCC)(C(=O)OCC)CCC (diethyl dipropylmalonate), C(C)O (ethanol). Run in O (water), O (water), O (water), O (water). Conditions: temperature 140 celsius, time 5 hour. The product is C(C(CCC)CCC)(=O)O (valproic acid). Isolated yield 87.4%. Reaction SMILES: O.C1(C)C=CC(S(O)(=O)=O)=CC=1.[CH2:13]([C:16]([CH2:27][CH2:28][CH3:29])(C(OCC)=O)[C:17]([O:19]CC)=[O:18])[CH2:14][CH3:15].C(O)C>O>[C:17]([OH:19])(=[O:18])[CH:16]([CH2:27][CH2:28][CH3:29])[CH2:13][CH2:14][CH3:15] |f:0.1|. Reported procedure: A mixture of 70 g of p-toluenesulfonic acid monohydrate, 140 g of diethyl dipropylmalonate and 9 ml of water was heated to reflux in a flask equipped with a distillation column packed with Raschig rings. Ethanol was distilled as it formed and the pot temperature was maintained at 120°-155° C. by periodic addition of water to the pot. After 5 hours, 25 ml of water had been added and the evolution of ethanol had nearly stopped. The mixture was maintained at 140° C. for 18 hours and then was cooled... Reactants: Cl.NCC1CC=2N(C3=CC=CC=C3C2C=2C(NC(C2C2=CN(C3=CC=CC=C23)C)=O)=O)CC1 (3-[8-(aminomethyl)-6,7,8,9-tetrahydropyrido[1,2-a]indol-10-yl]-4-(1-methyl-3-indolyl)-1H-pyrrole-2,5-dione hydrochloride), C(C1=CC=CC=C1)(=O)Cl (benzoyl chloride). The solvent is ClCCl (dichloromethane), C(O)([O-])=O.[Na+] (sodium hydrogen carbonate). Conditions: time 17 hour. Yields the product C(C1=CC=CC=C1)(=O)NCC1CC=2N(C3=CC=CC=C3C2C=2C(NC(C2C2=CN(C3=CC=CC=C23)C)=O)=O)CC1 (3-[8-(benzamidomethyl)-6,7,8,9-tetrahydropyrido[1,2-a]indol-10-yl]-4-(1-methyl-3-indolyl)-1H-pyrrole-2,5-dione). As a reaction SMILES: Cl.[NH2:2][CH2:3][CH:4]1[CH2:33][CH2:32][N:7]2[C:8]3[C:13]([C:14]([C:15]4[C:16](=[O:31])[NH:17][C:18](=[O:30])[C:19]=4[C:20]4[C:28]5[C:23](=[CH:24][CH:25]=[CH:26][CH:27]=5)[N:22]([CH3:29])[CH:21]=4)=[C:6]2[CH2:5]1)=[CH:12][CH:11]=[CH:10][CH:9]=3.[C:34](Cl)(=[O:41])[C:35]1[CH:40]=[CH:39][CH:38]=[CH:37][CH:36]=1>ClCCl.C(=O)([O-])O.[Na+]>[C:34]([NH:2][CH2:3][CH:4]1[CH2:33][CH2:32][N:7]2[C:8]3[C:13]([C:14]([C:15]4[C:16](=[O:31])[NH:17][C:18](=[O:30])[C:19]=4[C:20]4[C:28]5[C:23](=[CH:24][CH:25]=[CH:26][CH:27]=5)[N:22]([CH3:29])[CH:21]=4)=[C:6]2[CH2:5]1)=[CH:12][CH:11]=[CH:10][CH:9]=3)(=[O:41])[C:35]1[CH:40]=[CH:39][CH:38]=[CH:37][CH:36]=1 |f:0.1,4.5|. Procedure: 250 mg of the pyrroledione product of Example 2 were stirred in a mixture of 25 ml of dichloromethane and 15 ml of 5% aqueous sodium hydrogen carbonate. The mixture was treated with 1 ml of benzoyl chloride and stirred for 17 hours. The phases were separated and the organic phase was dried and evaporated. Chromatography of the residue on silica gel with methanol/dichloromethane (7:93) followed by trituration with n-hexane gave 220 mg of 3-[8-(benzamidomethyl)-6,7,8,9-tetrahydropyrido[1,2-a]indol... Starting materials: ClC=1N=CC2=C(N(CC(C(N2C)=O)(F)F)C2CCC2)N1 (2-chloro-9-cyclobutyl-7,7-difluoro-5-methyl-5,7,8,9-tetrahydro-pyrimido[4,5-b][1,4]diazepin-6-one), NC1=CC=C(C(=O)O)C=C1 (4-amino-benzoic acid). Run in C(C)O.O.Cl (ethanol water hydrochloric acid). Yields the product C1(CCC1)N1C2=C(N(C(C(C1)(F)F)=O)C)C=NC(=N2)NC2=CC=C(C(=O)O)C=C2 (4-(9-cyclobutyl-7,7-difluoro-5-methyl-6-oxo-6,7,8,9-tetrahydro-5H-pyrimido[4,5-b][1,4]diazepin-2-ylamino)-benzoic acid). Yield: 60.1%. RXN SMILES: Cl[C:2]1[N:3]=[CH:4][C:5]2[N:11]([CH3:12])[C:10](=[O:13])[C:9]([F:15])([F:14])[CH2:8][N:7]([CH:16]3[CH2:19][CH2:18][CH2:17]3)[C:6]=2[N:20]=1.[NH2:21][C:22]1[CH:30]=[CH:29][C:25]([C:26]([OH:28])=[O:27])=[CH:24][CH:23]=1>C(O)C.O.Cl>[CH:16]1([N:7]2[CH2:8][C:9]([F:15])([F:14])[C:10](=[O:13])[N:11]([CH3:12])[C:5]3[CH:4]=[N:3][C:2]([NH:21][C:22]4[CH:30]=[CH:29][C:25]([C:26]([OH:28])=[O:27])=[CH:24][CH:23]=4)=[N:20][C:6]2=3)[CH2:19][CH2:18][CH2:17]1 |f:2.3.4|. Procedure details: A mixture of 2.00 g (6.6 mmole) of 2-chloro-9-cyclobutyl-7,7-difluoro-5-methyl-5,7,8,9-tetrahydro-pyrimido[4,5-b][1,4]diazepin-6-one (VII-1), 1.655 g (12.08 mmole) of 4-amino-benzoic acid and 200 mL of ethanol-water-hydrochloric acid (20:80:1) was refluxed for 18 hours, then concentrated under reduced pressure. The solid was washed with water and then purified by silica gel chromatography, eluting with dichloromethane-methanol-ammonium hydroxide (92:8:0.3) to give 1.600 g of 4-(9-cyclobutyl-7,7-...